From a dataset of the Open Reaction Database (ORD), a public repository of structured organic reaction records. describe an organic reaction: reactants, conditions, products, and yield Reactants: FC=1C=C2C(C(=CN(C2=C(C1F)F)C1=CC=C(C=C1)F)C(=O)O)=O (6,7,8-trifluoro-1-(4-fluorophenyl)-1,4-dihydro-4-oxo-3-quinolinecarboxylic acid), N1CC(CC1)NC(OC(C)(C)C)=O (1,1-dimethylethyl (3-pyrrolidinyl)carbamate), 1,8-dizabicyclo[5.4.0, CCCCCCC=CCCC (undec7-ene). Run in C(C)#N (acetonitrile). Run at time 8 hour. Product: C(C)(C)(C)OC(=O)NC1CN(CC1)C1=C(C=C2C(C(=CN(C2=C1F)C1=CC=C(C=C1)F)C(=O)O)=O)F (7-[3-t-butoxycarbonylamino-1-pyrrolidinyl]-6,8-difluoro-1-(4-fluorophenyl)-1,4-dihydro-4-oxo-3-quinoline carboxylic acid). RXN SMILES: [F:1][C:2]1[CH:3]=[C:4]2[C:9](=[C:10]([F:13])[C:11]=1F)[N:8]([C:14]1[CH:19]=[CH:18][C:17]([F:20])=[CH:16][CH:15]=1)[CH:7]=[C:6]([C:21]([OH:23])=[O:22])[C:5]2=[O:24].[NH:25]1[CH2:29][CH2:28][CH:27]([NH:30][C:31](=[O:37])[O:32][C:33]([CH3:36])([CH3:35])[CH3:34])[CH2:26]1.CCCCCCC=CCCC>C(#N)C>[C:33]([O:32][C:31]([NH:30][CH:27]1[CH2:28][CH2:29][N:25]([C:11]2[C:10]([F:13])=[C:9]3[C:4]([C:5](=[O:24])[C:6]([C:21]([OH:23])=[O:22])=[CH:7][N:8]3[C:14]3[CH:15]=[CH:16][C:17]([F:20])=[CH:18][CH:19]=3)=[CH:3][C:2]=2[F:1])[CH2:26]1)=[O:37])([CH3:36])([CH3:34])[CH3:35]. Procedure details: A mixture of 1.24 g (3.6 mmol) of 6,7,8-trifluoro-1-(4-fluorophenyl)-1,4-dihydro-4-oxo-3-quinolinecarboxylic acid, 1.0 g (5.4 mmol) of 1,1-dimethylethyl (3-pyrrolidinyl)carbamate, 0.56 g (3.6 mmol) of 1,8-dizabicyclo[5.4.0]undec7-ene, and 25 ml of acetonitrile is heated at reflux for four hours and is allowed to stir at room temperature overnight. The precipitated solids are filtered washed with ether to give 7-[3-t-butoxycarbonylamino-1-pyrrolidinyl]-6,8-difluoro-1-(4-fluorophenyl)-1,4-dihydro-... Starting materials: C(CC)OC1=C(C=CC=C1)C1CC(NC=2C=C3C(=CC12)OCO3)=O (8-(2-propoxyphenyl)-7,8-dihydro-[1,3]dioxolo[4,5-g]quinolin-6(5H)-one), C(C)#N (acetonitrile), C(CC)OC1=C(C=CC(=O)O)C=CC=C1 (2-propoxycinnamic acid), P12(=S)SP3(=S)SP(=S)(S1)SP(=S)(S2)S3 (Phosphorus pentasulfide), C(=O)NN (formohydrazide). Solvent: C(C)N(CC)CC (triethylamine), C(C)(=O)O (Acetic acid). Run at temperature 100 celsius. Product: C(CC)OC1=C(C=CC=C1)C1CC=2N(C3=CC4=C(C=C13)OCO4)N=CN2 (5-(2-propoxyphenyl)-4,5-dihydro-[1,3]dioxolo[4,5-g][1,2,4]triazolo[1,5-a]quinoline). As a reaction SMILES: [CH2:1]([O:4][C:5]1[CH:10]=[CH:9][CH:8]=[CH:7][C:6]=1[CH:11]1[C:20]2[CH:19]=[C:18]3[O:21][CH2:22][O:23][C:17]3=[CH:16][C:15]=2[NH:14][C:13](=O)[CH2:12]1)[CH2:2][CH3:3].C(OC1C=CC=CC=1C=CC(O)=O)CC.P12(SP3(SP(SP(S3)(S1)=S)(=S)S2)=S)=S.[CH:54]([NH:56]N)=O.C(#[N:60])C>C(O)(=O)C.C(N(CC)CC)C>[CH2:1]([O:4][C:5]1[CH:10]=[CH:9][CH:8]=[CH:7][C:6]=1[CH:11]1[C:20]2[C:15](=[CH:16][C:17]3[O:23][CH2:22][O:21][C:18]=3[CH:19]=2)[N:14]2[N:60]=[CH:54][N:56]=[C:13]2[CH2:12]1)[CH2:2][CH3:3]. Procedure details: 8-(2-propoxyphenyl)-7,8-dihydro-[1,3]dioxolo[4,5-g]quinolin-6(5H)-one (175 mg, 1.0 equiv—prepared essentially as described in Example 1 using 2-propoxycinnamic acid as the starting material) was dissolved in 0.8 mL dry acetonitrile and 0.54 mL triethylamine under an atmosphere of nitrogen. Phosphorus pentasulfide (179 mg, 1.5 equiv) was added in one portion and the reaction was heated to 100° C. for six hours. The solvent was removed in vacuo and the residue was partitioned between 20 mL DCM and... Starting materials: O=C1CCC(=O)N1Br, O=C(OOC(=O)c1ccccc1)c1ccccc1, ClC(Cl)(Cl)Cl, COC(=O)c1ccc(OCC(=O)c2ccc3c(c2)C(C)(C)CCC3(C)C)c(C)c1, ClCCl, O. The product is COC(=O)c1ccc(OCC(=O)c2ccc3c(c2)C(C)(C)CCC3(C)C)c(CBr)c1. As a reaction SMILES: [Br:48][N:49]1[C:50](=[O:51])[CH2:52][CH2:53][C:54]1=[O:55].[C:30]([O:31][O:32][C:33](=[O:34])[c:35]1[cH:36][cH:37][cH:38][cH:39][cH:40]1)(=[O:41])[c:42]1[cH:43][cH:44][cH:45][cH:46][cH:47]1.[C:57]([Cl:58])([Cl:59])([Cl:60])[Cl:61].[CH3:1][C:2]1([CH3:29])[c:3]2[cH:4][cH:5][c:6]([C:14](=[O:15])[CH2:16][O:17][c:18]3[c:19]([CH3:28])[cH:20][c:21]([C:22](=[O:23])[O:24][CH3:25])[cH:26][cH:27]3)[cH:7][c:8]2[C:9]([CH3:12])([CH3:13])[CH2:10][CH2:11]1.[Cl:62][CH2:63][Cl:64].[OH2:56]>>[CH3:1][C:2]1([CH3:29])[c:3]2[cH:4][cH:5][c:6]([C:14](=[O:15])[CH2:16][O:17][c:18]3[c:19]([CH2:28][Br:48])[cH:20][c:21]([C:22](=[O:23])[O:24][CH3:25])[cH:26][cH:27]3)[cH:7][c:8]2[C:9]([CH3:12])([CH3:13])[CH2:10][CH2:11]1. Reactants: CCC[C@@H](C(=O)OCC)N[C@@H](C)C(=O)N1[C@H]2CCCC[C@H]2C[C@H]1C(=O)O (perindopril), C(C)(C)(C)N (t-butylamine), (2S,3aS,7aS)-octahydroindole-2-carboxylic acid benzyl ester p-toluensulfonic salt, C(=O)(OCC)[C@H](CCC)N[C@@H](C)C(=O)O (N-((S)-1-carbethoxybutyl)-L-alanine), N,N-dicyclohexylcarbodiimide, ON1N=NC2=C1C=CC=C2 (1-hydroxybenztriazole). The solvent is C(C)N(CC)CC (triethyl amine). Product: CCC[C@@H](C(=O)OCC)N[C@@H](C)C(=O)N1[C@H]2CCCC[C@H]2C[C@@H]1C(=O)OCC3=CC=CC=C3 (perindopril benzyl ester). RXN SMILES: [CH3:1][CH2:2][CH2:3][C@H:4]([NH:10][C@H:11]([C:13]([N:15]1[C@H:23]([C:24]([OH:26])=[O:25])[CH2:22][C@H:21]2[C@@H:16]1[CH2:17][CH2:18][CH2:19][CH2:20]2)=[O:14])[CH3:12])[C:5]([O:7][CH2:8][CH3:9])=[O:6].[C:27](N)([CH3:30])([CH3:29])[CH3:28].[C:32]([C@@H:37](N[C@H](C(O)=O)C)[CH2:38]CC)(OCC)=O.ON1C2C=CC=CC=2N=N1>C(N(CC)CC)C>[CH3:1][CH2:2][CH2:3][C@H:4]([NH:10][C@H:11]([C:13]([N:15]1[C@@H:23]([C:24]([O:26][CH2:28][C:27]2[CH:30]=[CH:38][CH:37]=[CH:32][CH:29]=2)=[O:25])[CH2:22][C@H:21]2[C@@H:16]1[CH2:17][CH2:18][CH2:19][CH2:20]2)=[O:14])[CH3:12])[C:5]([O:7][CH2:8][CH3:9])=[O:6]. Procedure details: EP 308 341 teaches an improved large-scale synthesis of perindopril in the form of the t-butylamine salt. (2S,3aS,7aS)-octahydroindole-2-carboxylic acid benzyl ester p-toluensulfonic salt and N-((S)-1-carbethoxybutyl)-L-alanine are reacted in the presence of triethyl amine, N,N-dicyclohexylcarbodiimide and 1-hydroxybenztriazole. After completion of the reaction, perindopril benzyl ester is obtained, which is reduced, lyophilized and then converted into a salt with t-butylamine in ethyl acetate. Reactants: COCCOC(=O)c1ccc(N(CCOC)C(=O)OC(C)(C)C)cc1, CO, Cl, [Na+], [OH-]. Product: COCCN(C(=O)OC(C)(C)C)c1ccc(C(=O)O)cc1. Reaction SMILES: [C:1]([CH3:2])([CH3:3])([CH3:4])[O:5][C:6](=[O:7])[N:8]([c:9]1[cH:10][cH:11][c:12]([C:13](=[O:14])[O:15][CH2:16][CH2:17][O:18][CH3:19])[cH:20][cH:21]1)[CH2:22][CH2:23][O:24][CH3:25].[CH3:29][OH:30].[ClH:28].[Na+:27].[OH-:26]>>[C:1]([CH3:2])([CH3:3])([CH3:4])[O:5][C:6](=[O:7])[N:8]([c:9]1[cH:10][cH:11][c:12]([C:13](=[O:14])[OH:15])[cH:20][cH:21]1)[CH2:22][CH2:23][O:24][CH3:25].